From a dataset of the Open Reaction Database (ORD), a public repository of structured organic reaction records. describe an organic reaction: reactants, conditions, products, and yield The reactants are BrC1=CC=2C3=C(C(=NC2C=C1)N)N=CN3CC(C)C (8-Bromo-1-isobutyl-1H-imidazo[4,5-c]quinolin-4-amine), C(C)(C)(C)C1=CC=C(C=C1)B(O)O (4-tert-butylbenzeneboronic acid). Yields the product C(C)(C)(C)C1=CC=C(C=C1)C1=CC=2C3=C(C(=NC2C=C1)N)N=CN3CC(C)C (8-(4-tert-butylphenyl)-1-isobutyl-1H-imidazo[4,5-c]quinolin-4-amine). As a reaction SMILES: Br[C:2]1[CH:11]=[CH:10][C:9]2[N:8]=[C:7]([NH2:12])[C:6]3[N:13]=[CH:14][N:15]([CH2:16][CH:17]([CH3:19])[CH3:18])[C:5]=3[C:4]=2[CH:3]=1.[C:20]([C:24]1[CH:29]=[CH:28][C:27](B(O)O)=[CH:26][CH:25]=1)([CH3:23])([CH3:22])[CH3:21]>>[C:20]([C:24]1[CH:29]=[CH:28][C:27]([C:2]2[CH:11]=[CH:10][C:9]3[N:8]=[C:7]([NH2:12])[C:6]4[N:13]=[CH:14][N:15]([CH2:16][CH:17]([CH3:19])[CH3:18])[C:5]=4[C:4]=3[CH:3]=2)=[CH:26][CH:25]=1)([CH3:23])([CH3:22])[CH3:21]. Procedure: 8-Bromo-1-isobutyl-1H-imidazo[4,5-c]quinolin-4-amine and 4-tert-butylbenzeneboronic acid were coupled according to the general procedure described in Part J of Example 1. Recrystallization from isopropanol followed by chromatography on silica gel (7% methanol in CH2Cl2) afforded 8-(4-tert-butylphenyl)-1-isobutyl-1H-imidazo[4,5-c]quinolin-4-amine as a white solid, m.p. >250° C. Yields the product CC=1C=C(C=C(OCCC=O)C1)OS(=O)(=O)C1=C(C=CC=C1)[N+](=O)[O-] (3-[5-Methyl-3-(2-nitrophenylsulfonyloxy)phenoxy]propionaldehyde). Starting materials: C(C)(C)N(C(C)C)CC (N,N-diisopropylethylamine), CS(=O)C (dimethyl sulfoxide), CC=1C=C(C=C(OCCCO)C1)OS(=O)(=O)C1=C(C=CC=C1)[N+](=O)[O-] (3-[5-methyl-3-(2-nitrophenylsulfonyloxy)phenoxy]propanol). RXN SMILES: [CH3:1][C:2]1[CH:3]=[C:4]([O:13][S:14]([C:17]2[CH:22]=[CH:21][CH:20]=[CH:19][C:18]=2[N+:23]([O-:25])=[O:24])(=[O:16])=[O:15])[CH:5]=[C:6]([CH:12]=1)[O:7][CH2:8][CH2:9][CH2:10][OH:11].C(N(CC)C(C)C)(C)C.CS(C)=O>ClCCl>[CH3:1][C:2]1[CH:3]=[C:4]([O:13][S:14]([C:17]2[CH:22]=[CH:21][CH:20]=[CH:19][C:18]=2[N+:23]([O-:25])=[O:24])(=[O:16])=[O:15])[CH:5]=[C:6]([CH:12]=1)[O:7][CH2:8][CH2:9][CH:10]=[O:11]. Procedure: Sulfur trioxide pyridine complex (1.12 mg, 7.0 mmol) was added to a solution of 3-[5-methyl-3-(2-nitrophenylsulfonyloxy)phenoxy]propanol (920 mg, 2.5 mmol), as prepared in the preceding step, N,N-diisopropylethylamine (0.7 mL, 5.5 mmol) and anhydrous dimethyl sulfoxide (0.4 mL, 5.6 mmol) in anhydrous dichloromethane (20 mL). The reaction mixture was stirred at ambient temperature for 1 hour and then quenched with 10% aqueous citric acid (50 mL). The mixture was extracted into dichloromethane (3×... Yield: 85.4%. Solvent: ClCCl (dichloromethane). Run at time 1 hour. Starting materials: C[N+]1(CCOCC1)[O-] (N-methylmorpholine N-oxide), C(CC)[N+](CCC)(CCC)CCC (tetrapropylammonium), CC1(C2CCC(C12)O)C ((±)-6,6-dimethyl-bicyclo[3.1.0]hexan-2-ol). The solvent is C(Cl)Cl (DCM), C(Cl)Cl (DCM). Run at time 1 hour. Product: CC1(C2CCC(C12)=O)C (6,6-Dimethyl-bicyclo[3.1.0]hexan-2-one). As a reaction SMILES: C[N+]1([O-])CCOCC1.C([N+](CCC)(CCC)CCC)CC.[CH3:22][C:23]1([CH3:30])[CH:28]2[CH:24]1[CH2:25][CH2:26][CH:27]2[OH:29]>C(Cl)Cl>[CH3:22][C:23]1([CH3:30])[CH:28]2[CH:24]1[CH2:25][CH2:26][C:27]2=[O:29]. Reported procedure: A chilled (0° C.) solution of N-methylmorpholine N-oxide (3.11 g, 26.5 mmol) and tetrapropylammonium perrethenate (VII) (0.280 g, 0.796 mmol) in DCM (40 mL) was prepared containing 4 Å molecular sieves (ca 0.3 g). A solution of (±)-6,6-dimethyl-bicyclo[3.1.0]hexan-2-ol (1.67 g, 13.3 mmol) in DCM (10 mL) was added dropwise and the solution allowed to warm to room temperature and stirred for 1 hour under argon. The solution was filtered through a silica plug, solvent removed under reduced pressure... The reactants are NC(=O)C1(c2ccccc2OCc2ccccc2)CCC1, CC#N, O=C(O[IH2](OC(=O)C(F)(F)F)c1ccccc1)C(F)(F)F, O. The product is NC1(c2ccccc2OCc2ccccc2)CCC1. As a reaction SMILES: [CH2:1]([c:2]1[cH:3][cH:4][cH:5][cH:6][cH:7]1)[O:8][c:9]1[c:10]([C:15]2([C:19]([NH2:20])=[O:21])[CH2:16][CH2:17][CH2:18]2)[cH:11][cH:12][cH:13][cH:14]1.[CH3:43][C:44]#[N:45].[F:22][C:23]([F:24])([F:25])[C:26]([O:27][IH2:28]([c:29]1[cH:30][cH:31][cH:32][cH:33][cH:34]1)[O:35][C:36](=[O:37])[C:38]([F:39])([F:40])[F:41])=[O:42].[OH2:46]>>[CH2:1]([c:2]1[cH:3][cH:4][cH:5][cH:6][cH:7]1)[O:8][c:9]1[c:10]([C:15]2([NH2:45])[CH2:16][CH2:17][CH2:18]2)[cH:11][cH:12][cH:13][cH:14]1.